describe an organic reaction: reactants, conditions, products, and yield From a dataset of the Open Reaction Database (ORD), a public repository of structured organic reaction records. Reactants: CCN=C=NCCCN(C)C, Cl, C1CNCCNC1, On1nnc2ccccc21, O=C(O)c1cccc2ccccc12. Product: O=C(c1cccc2ccccc12)N1CCCNCC1. RXN SMILES: [CH2:32]([N:33]=[C:34]=[N:35][CH2:36][CH2:37][CH2:38][N:39]([CH3:40])[CH3:41])[CH3:42].[ClH:31].[NH:1]1[CH2:2][CH2:3][NH:4][CH2:5][CH2:6][CH2:7]1.[OH:21][n:22]1[c:23]2[cH:24][cH:25][cH:26][cH:27][c:28]2[n:29][n:30]1.[c:8]1([C:18](=[O:19])[OH:20])[cH:9][cH:10][cH:11][c:12]2[cH:13][cH:14][cH:15][cH:16][c:17]12>>[N:1]1([C:18]([c:8]2[cH:9][cH:10][cH:11][c:12]3[cH:13][cH:14][cH:15][cH:16][c:17]23)=[O:19])[CH2:2][CH2:3][NH:4][CH2:5][CH2:6][CH2:7]1. Reactants: O=C(O)c1ccc(C(=O)Nc2ccc(Cl)c(-c3ccccn3)c2)c(Cl)c1, CC(N)CO. Yields the product CC(CO)NC(=O)c1ccc(C(=O)Nc2ccc(Cl)c(-c3ccccn3)c2)c(Cl)c1. As a reaction SMILES: [Cl:1][c:2]1[cH:3][c:4]([C:5](=[O:6])[OH:7])[cH:8][cH:9][c:10]1[C:11]([NH:12][c:13]1[cH:14][c:15](-[c:20]2[n:21][cH:22][cH:23][cH:24][cH:25]2)[c:16]([Cl:19])[cH:17][cH:18]1)=[O:26].[NH2:27][CH:28]([CH2:29][OH:30])[CH3:31]>>[Cl:1][c:2]1[cH:3][c:4]([C:5](=[O:7])[NH:27][CH:28]([CH2:29][OH:30])[CH3:31])[cH:8][cH:9][c:10]1[C:11]([NH:12][c:13]1[cH:14][c:15](-[c:20]2[n:21][cH:22][cH:23][cH:24][cH:25]2)[c:16]([Cl:19])[cH:17][cH:18]1)=[O:26].